This data is from the Open Reaction Database (ORD), a public repository of structured organic reaction records. The task is: describe an organic reaction: reactants, conditions, products, and yield The reactants are C(C=C)ON=C(C(=O)OC)C1=NSC(=N1)NP(=O)(OC)OC (methyl 2-allyloxyimino-2-(5-dimethoxyphosphorylamino-1,2,4-thiadiazol-3-yl)acetate), [OH-].[Na+] (sodium hydroxide), Cl (hydrochloric acid). Run in O1CCCC1 (tetrahydrofuran). Run at time 2 hour. Yields the product C(C=C)ON=C(C(=O)[O-])C1=NSC(=N1)NP(=O)(OC)OC.[Na+] (sodium 2-allyloxyimino-2-(5-dimethoxyphosphorylamino-1,2,4-thiadiazol-3-yl)acetate). Reaction SMILES: [CH2:1]([O:4][N:5]=[C:6]([C:11]1[N:15]=[C:14]([NH:16][P:17]([O:21][CH3:22])([O:19][CH3:20])=[O:18])[S:13][N:12]=1)[C:7]([O:9]C)=[O:8])[CH:2]=[CH2:3].[OH-].[Na+:24].Cl>O1CCCC1>[CH2:1]([O:4][N:5]=[C:6]([C:11]1[N:15]=[C:14]([NH:16][P:17]([O:19][CH3:20])([O:21][CH3:22])=[O:18])[S:13][N:12]=1)[C:7]([O-:9])=[O:8])[CH:2]=[CH2:3].[Na+:24] |f:1.2,5.6|. Reported procedure: To a solution of methyl 2-allyloxyimino-2-(5-dimethoxyphosphorylamino-1,2,4-thiadiazol-3-yl)acetate (syn isomer) (37.3 g) in tetrahydrofuran (106 ml) was added 1N-aqueous sodium hydroxide (234 ml) and the mixture was stirred for 2 hours at ambient temperature. The reaction mixture was adjusted to pH 5 with 6N hydrochloric acid and washed with ethyl acetate. The aqueous layer was separated out, adjusted to pH 1.0 with 6N hydrochloric acid and extracted with ethyl acetate. The extract was washed w... The reactants are CC([C@@H](C(=O)O)N1C(N(CC1)CC1=CC(=CC=C1)C)=O)(C)C ((2S)-3,3-dimethyl-2-[3-(3-methylbenzyl)-2-oxo-1-imidazolidinyl]butanoic acid), CCOP(=O)(OCC)ON1C(=O)C2=C(C=CC=C2)N=N1 (DEPBT), C(C)(C)N(C(C)C)CC (N,N-diisopropylethylamine), N[C@H]([C@H](C[C@@H](CC1=CC=C(C=C1)C1=NC=CC=C1)NC(=O)[C@H](C(C)(C)C)NC(OC)=O)O)CC1=CC=CC=C1 (methyl(1S)-1-[({(1R,3S,4S)-4-amino-3-hydroxy-5-phenyl-1-[4-(2-pyridinyl)benzyl]pentyl}amino)carbonyl]-2,2-dimethylpropylcarbamate). Run in C1CCOC1 (THF). Reaction conditions: temperature 25 celsius, time 2 hour. The product is CC([C@@H](C(=O)N[C@H]([C@H](C[C@@H](CC1=CC=C(C=C1)C1=NC=CC=C1)NC(=O)[C@H](C(C)(C)C)NC(OC)=O)O)CC1=CC=CC=C1)N1C(N(CC1)CC1=CC(=CC=C1)C)=O)(C)C (methyl(1S)-1-[({(1R,3S,4S)-4-({(2S)-3,3-dimethyl-2-[3-(3-methylbenzyl)-2-oxo-1-imidazolidinyl]butanoyl}amino)-3-hydroxy-5-phenyl-1-[4-(2-pyridinyl)benzyl]pentyl}amino)carbonyl]-2,2-dimethylpropylcarbamate). The yield is 41.8%. RXN SMILES: [NH2:1][C@@H:2]([CH2:33][C:34]1[CH:39]=[CH:38][CH:37]=[CH:36][CH:35]=1)[C@@H:3]([OH:32])[CH2:4][C@H:5]([NH:19][C:20]([C@@H:22]([NH:27][C:28](=[O:31])[O:29][CH3:30])[C:23]([CH3:26])([CH3:25])[CH3:24])=[O:21])[CH2:6][C:7]1[CH:12]=[CH:11][C:10]([C:13]2[CH:18]=[CH:17][CH:16]=[CH:15][N:14]=2)=[CH:9][CH:8]=1.[CH3:40][C:41]([CH3:61])([CH3:60])[C@H:42]([N:46]1[CH2:50][CH2:49][N:48]([CH2:51][C:52]2[CH:57]=[CH:56][CH:55]=[C:54]([CH3:58])[CH:53]=2)[C:47]1=[O:59])[C:43](O)=[O:44].CCOP(ON1N=NC2C=CC=CC=2C1=O)(OCC)=O.C(N(CC)C(C)C)(C)C>C1COCC1>[CH3:40][C:41]([CH3:61])([CH3:60])[C@H:42]([N:46]1[CH2:50][CH2:49][N:48]([CH2:51][C:52]2[CH:57]=[CH:56][CH:55]=[C:54]([CH3:58])[CH:53]=2)[C:47]1=[O:59])[C:43]([NH:1][C@@H:2]([CH2:33][C:34]1[CH:35]=[CH:36][CH:37]=[CH:38][CH:39]=1)[C@@H:3]([OH:32])[CH2:4][C@H:5]([NH:19][C:20]([C@@H:22]([NH:27][C:28](=[O:31])[O:29][CH3:30])[C:23]([CH3:26])([CH3:25])[CH3:24])=[O:21])[CH2:6][C:7]1[CH:12]=[CH:11][C:10]([C:13]2[CH:18]=[CH:17][CH:16]=[CH:15][N:14]=2)=[CH:9][CH:8]=1)=[O:44]. Reported procedure: A solution containing the product from Example 1H (0.020 g, 0.038 mmol) in THF (0.4 mL) was treated with the product from Example 66A (0.023 g, 0.076 mmol), DEPBT (0.017 g, 0.057 mmol), and N,N-diisopropylethylamine (0.033 mL, 0.189 mmol) and the mixture was stirred at 25° C. for 2 hours. The mixture was partitioned between ethyl acetate and 10% Na2CO3 solution. The organic phase was washed with additional 10% Na2CO3 solution and brine, dried over MgSO4, filtered and concentrated. The residue wa... Reactants: BrCC(=O)C1=CC(=C(C=C1)S(=O)(=O)N)F (4-bromoacetyl-2-(fluoro)benzenesulfonamide), BrC1=CC=C(C=C1)CC(=O)O (4-bromophenylacetic acid). Product: BrC1=CC=C(C=C1)C1=C(COC1=O)C1=CC(=C(C=C1)S(=O)(=O)N)F (4-[4-(4-bromophenyl)-5-oxo-2,5-dihydro-3-furanyl]-2-(fluoro)benzenesulfonamide). Reaction SMILES: Br[CH2:2][C:3]([C:5]1[CH:10]=[CH:9][C:8]([S:11]([NH2:14])(=[O:13])=[O:12])=[C:7]([F:15])[CH:6]=1)=O.[Br:16][C:17]1[CH:22]=[CH:21][C:20]([CH2:23][C:24]([OH:26])=[O:25])=[CH:19][CH:18]=1>>[Br:16][C:17]1[CH:18]=[CH:19][C:20]([C:23]2[C:24](=[O:26])[O:25][CH2:2][C:3]=2[C:5]2[CH:10]=[CH:9][C:8]([S:11]([NH2:14])(=[O:13])=[O:12])=[C:7]([F:15])[CH:6]=2)=[CH:21][CH:22]=1. Procedure: The title compound was prepared according to the procedure of Example 32 using 4-bromoacetyl-2-(fluoro)benzenesulfonamide from step 2 instead of [2-bromo-1-[4-methylsulfonyl) phenyl]ethanone, 4-bromophenylacetic acid instead of 4-(3-thienyl)phenylacetic acid.